From a dataset of the Open Reaction Database (ORD), a public repository of structured organic reaction records. describe an organic reaction: reactants, conditions, products, and yield Reactants: N(N)C(COC1=CC=C(C(=O)OCC2=CC=CC=C2)C=C1)=O (benzyl 4-(2-hydrazino-2-oxoethoxy)benzoate). The reagents and catalysts are [Pd] (Pd/C). The solvent is CC(=O)O (AcOH). Product: N(N)C(COC1=CC=C(C(=O)O)C=C1)=O (4-(2-hydrazino-2-oxoethoxy)benzoic acid). The yield is 43.2%. RXN SMILES: [NH:1]([C:3](=[O:22])[CH2:4][O:5][C:6]1[CH:21]=[CH:20][C:9]([C:10]([O:12]CC2C=CC=CC=2)=[O:11])=[CH:8][CH:7]=1)[NH2:2]>CC(O)=O.[Pd]>[NH:1]([C:3](=[O:22])[CH2:4][O:5][C:6]1[CH:21]=[CH:20][C:9]([C:10]([OH:12])=[O:11])=[CH:8][CH:7]=1)[NH2:2]. Reported procedure: In an Parr autoclave, a solution of benzyl 4-(2-hydrazino-2-oxoethoxy)benzoate (400 mg, 1.3 mmol) and a catalytic amount Pd/C in AcOH (25 mL) was stirred under hydrogen pressure (5 Bars) at rt for 45 min. After filtration over celite, the filtrate was evaporated off. The residue was taken up in MeOH and a beige solid precipitated out. Filtration and drying under vacuo at 50° C. overnight gave the title compound as a beige solid (118 mg) in a 42% yield. Starting materials: C12C(C3CC(CC(C1)C3)C2)NC(=O)C=2C=NN(C2Cl)C2=CC=CC=C2 (5-chloro-1-phenyl-1H-pyrazole-4-carboxylic acid adamantan-2-ylamide), C12C(C3CC(CC(C1)C3)C2)NC(=O)C=2C=NN(C2Cl)C2=CC=CC=C2 (5-chloro-1-phenyl-1H-pyrazole-4-carboxylic acid adamantan-2-ylamide), C1(CCCCC1)N (cyclohexylamine). Product: C12C(C3CC(CC(C1)C3)C2)NC(=O)C=2C=NN(C2NC2CCCCC2)C2=CC=CC=C2 (5-Cyclohexylamino-1-phenyl-1H-pyrazole-4-carboxylic acid adamantan-2-ylamide). As a reaction SMILES: [CH:1]12[CH2:10][CH:5]3[CH2:6][CH:7]([CH2:9][CH:3]([CH2:4]3)[CH:2]1[NH:11][C:12]([C:14]1[CH:15]=[N:16][N:17]([C:20]3[CH:25]=[CH:24][CH:23]=[CH:22][CH:21]=3)[C:18]=1Cl)=[O:13])[CH2:8]2.[CH:26]1([NH2:32])[CH2:31][CH2:30][CH2:29][CH2:28][CH2:27]1>>[CH:1]12[CH2:10][CH:5]3[CH2:6][CH:7]([CH2:9][CH:3]([CH2:4]3)[CH:2]1[NH:11][C:12]([C:14]1[CH:15]=[N:16][N:17]([C:20]3[CH:25]=[CH:24][CH:23]=[CH:22][CH:21]=3)[C:18]=1[NH:32][CH:26]1[CH2:31][CH2:30][CH2:29][CH2:28][CH2:27]1)=[O:13])[CH2:8]2. Procedure: 5-Cyclohexylamino-1-phenyl-1H-pyrazole-4-carboxylic acid adamantan-2-ylamide was prepared using Procedure A from 5-chloro-1-phenyl-1H-pyrazole-4-carboxylic acid adamantan-2-ylamide (Intermediate 3) and cyclohexylamine. Mass spectrum (ES) MH+=419. Procedure: The title compound was prepared according to the procedure of Example 8 using N′-hydroxynicotinimidamide (Aldrich) and 3-(tert-butoxycarbonylamino)benzoic acid (Aldrich). 1H NMR (300 MHz, CDCl3) δ 1.56 (s, 9 H), 6.71 (s, 1 H), 7.39-7.58 (m, 2 H), 7.68 (d, J=7.9 Hz, 1 H), 7.89 (d, J=9.1 Hz, 1 H), 8.24 (s, 1 H), 8.45 (d, J=7.9 Hz, 1 H), 8.77 (d, J=4.8 Hz, 1 H), 9.40 (s, 1 H) ppm; MS (DCI/NH3) m/z 339 (M+H)+, 356 (M+NH4)+. Yields the product N1=CC(=CC=C1)C1=NOC(=N1)C=1C=C(C=CC1)NC(OC(C)(C)C)=O (tert-butyl 3-(3-(pyridin-3-yl)-1,2,4-oxadiazol-5-yl)phenylcarbamate). As a reaction SMILES: [OH:1][N:2]=[C:3]([NH2:10])[C:4]1[CH:9]=[CH:8][CH:7]=[N:6][CH:5]=1.[C:11]([O:15][C:16]([NH:18][C:19]1[CH:20]=[C:21]([CH:25]=[CH:26][CH:27]=1)[C:22](O)=O)=[O:17])([CH3:14])([CH3:13])[CH3:12].N>>[N:6]1[CH:7]=[CH:8][CH:9]=[C:4]([C:3]2[N:10]=[C:22]([C:21]3[CH:20]=[C:19]([NH:18][C:16](=[O:17])[O:15][C:11]([CH3:13])([CH3:12])[CH3:14])[CH:27]=[CH:26][CH:25]=3)[O:1][N:2]=2)[CH:5]=1. The reactants are ON=C(C1=CN=CC=C1)N (N′-hydroxynicotinimidamide), C(C)(C)(C)OC(=O)NC=1C=C(C(=O)O)C=CC1 (3-(tert-butoxycarbonylamino)benzoic acid), N (NH3). Reaction SMILES: C[O:2][C:3]([C:5]1[N:6]=[N:7][C:8]([Cl:18])=[CH:9][C:10]=1[NH:11][C:12]1[CH:16]=[CH:15][N:14]([CH3:17])[N:13]=1)=O.[NH3:19]>CO>[Cl:18][C:8]1[N:7]=[N:6][C:5]([C:3]([NH2:19])=[O:2])=[C:10]([NH:11][C:12]2[CH:16]=[CH:15][N:14]([CH3:17])[N:13]=2)[CH:9]=1. Isolated yield 100.0%. The product is ClC1=CC(=C(N=N1)C(=O)N)NC1=NN(C=C1)C (6-chloro-4-(1-methyl-1H-pyrazol-3-ylamino)-pyridazine-3-carboxylic acid amide). Starting materials: COC(=O)C=1N=NC(=CC1NC1=NN(C=C1)C)Cl (6-Chloro-4-(1-methyl-1H-pyrazol-3-ylamino)-pyridazine-3-carboxylic acid methyl ester), N (ammonia). Conditions: time 16 hour. Reported procedure: 6-Chloro-4-(1-methyl-1H-pyrazol-3-ylamino)-pyridazine-3-carboxylic acid methyl ester (75 mg, 0.28 mmol) was suspended in 7M ammonia in methanol (3 mL). After 16 h, the reaction mixture was concentrated in vacuo to give 6-chloro-4-(1-methyl-1H-pyrazol-3-ylamino)-pyridazine-3-carboxylic acid amide (70 mg, 100%) as an off-white solid which was used directly in the next step without purification. 1H NMR (300 MHz, DMSO-d6) δ ppm 11.39 (s, 1H) 8.77 (br. s., 1H) 8.24 (s, 1H) 8.13 (br. s., 1H) 7.72 (d, ... Run in CO (methanol). The reactants are COC(CC1=CC=C(C=C1)Br)=O ((4-Bromo-phenyl)acetic acid methyl ester), C1(CCCCC1)P(C1=C(C=CC=C1)C1=C(C=CC=C1OC)OC)C1CCCCC1 (2-dicyclohexylphosphino-2′,6′-dimethoxy-1,1′-biphenyl), P(=O)([O-])([O-])[O-].[K+].[K+].[K+] (potassium phosphate), C(C)C(CC)(C1=CC(=C(C=C1)B1OC(C(O1)(C)C)(C)C)C)C1=CC(=C(C=C1)/C=C/C1(CCSCC1)O)C (4-[(E)-2-(4-{1-ethyl-1-[3-methyl-4-(4,4,5,5-tetramethyl-[1,3,2]dioxaborolan-2-yl)-phenyl]-propyl}-2-methyl-phenyl)-vinyl]-tetrahydro-thiopyran-4-ol). Reagents/catalysts: C(C)(=O)[O-].[Pd+2].C(C)(=O)[O-] (palladium acetate). Run in O (Water), C1(=CC=CC=C1)C (toluene), O (water). Reaction conditions: temperature 110 celsius, time 2 hour. Yields the product COC(CC1=CC=C(C=C1)C1=C(C=C(C=C1)C(CC)(C1=CC(=C(C=C1)\C=C\C1(CCSCC1)O)C)CC)C)=O ([4′-(1-ethyl-1-{4-[(E)-2-(4-hydroxy-tetrahydro-thiopyran-4-yl)-vinyl]-3-methyl-phenyl}-propyl)-2′-methyl-biphenyl-4-yl]-acetic Acid Methyl Ester). Yield: 38.4%. As a reaction SMILES: [CH3:1][O:2][C:3](=[O:12])[CH2:4][C:5]1[CH:10]=[CH:9][C:8](Br)=[CH:7][CH:6]=1.C1(P(C2CCCCC2)C2C=CC=CC=2C2C(OC)=CC=CC=2OC)CCCCC1.P([O-])([O-])([O-])=O.[K+].[K+].[K+].[CH2:50]([C:52]([C:71]1[CH:76]=[CH:75][C:74](/[CH:77]=[CH:78]/[C:79]2([OH:85])[CH2:84][CH2:83][S:82][CH2:81][CH2:80]2)=[C:73]([CH3:86])[CH:72]=1)([C:55]1[CH:60]=[CH:59][C:58](B2OC(C)(C)C(C)(C)O2)=[C:57]([CH3:70])[CH:56]=1)[CH2:53][CH3:54])[CH3:51]>C1(C)C=CC=CC=1.C([O-])(=O)C.[Pd+2].C([O-])(=O)C.O>[CH3:1][O:2][C:3](=[O:12])[CH2:4][C:5]1[CH:10]=[CH:9][C:8]([C:58]2[CH:59]=[CH:60][C:55]([C:52]([CH2:53][CH3:54])([C:71]3[CH:76]=[CH:75][C:74](/[CH:77]=[CH:78]/[C:79]4([OH:85])[CH2:84][CH2:83][S:82][CH2:81][CH2:80]4)=[C:73]([CH3:86])[CH:72]=3)[CH2:50][CH3:51])=[CH:56][C:57]=2[CH3:70])=[CH:7][CH:6]=1 |f:2.3.4.5,8.9.10|. Procedure: (4-Bromo-phenyl)acetic acid methyl ester (33 mg, 0.11 mmol), palladium acetate (2.2 mg, 0.0096 mmol), 2-dicyclohexylphosphino-2′,6′-dimethoxy-1,1′-biphenyl (7.9 mg, 0.019 mmol), potassium phosphate (61 mg, 0.29 mmol) and water (0.2 mL) were added to a solution of 4-[(E)-2-(4-{1-ethyl-1-[3-methyl-4-(4,4,5,5-tetramethyl-[1,3,2]dioxaborolan-2-yl)-phenyl]-propyl}-2-methyl-phenyl)-vinyl]-tetrahydro-thiopyran-4-ol (Example 138-(3); 50 mg, 0.096 mmol) in toluene (2 mL). The mixture was stirred in a nit... Reactants: [BH4-].[Na+] (sodium borohydride), O (water), [Cl-] (chloride), C1(CCCCC1)COC(=O)N[C@@H](CC1=CC=C(C=C1)O)C(=O)O (N-(cyclohexylmethoxycarbonyl)-tyrosine). Solvent: COCCOCCOC (diglyme), COCCOCCOC (diglyme). Conditions: time 2 hour. The product is C1(CCCCC1)COC(=O)N[C@@H](CC1=CC=C(C=C1)O)CO (N-(cyclohexylmethoxycarbonyl)-tyrosinol). As a reaction SMILES: [CH:1]1([CH2:7][O:8][C:9]([NH:11][C@H:12]([C:21](O)=[O:22])[CH2:13][C:14]2[CH:19]=[CH:18][C:17]([OH:20])=[CH:16][CH:15]=2)=[O:10])[CH2:6][CH2:5][CH2:4][CH2:3][CH2:2]1.[BH4-].[Na+].[Cl-].O>COCCOCCOC>[CH:1]1([CH2:7][O:8][C:9]([NH:11][C@H:12]([CH2:21][OH:22])[CH2:13][C:14]2[CH:19]=[CH:18][C:17]([OH:20])=[CH:16][CH:15]=2)=[O:10])[CH2:6][CH2:5][CH2:4][CH2:3][CH2:2]1 |f:1.2|. Procedure: In 15 ml of diglyme (bis(2-methoxymethyl)ether) was dissolved 1.0 g of N-(cyclohexylmethoxycarbonyl)-tyrosine. To the solution were added 570 mg of sodium borohydride and 50 ml of diglyme solution containing 7 g of anhydrous alminium chloride. The mixture was stirred at room temperature for two hours. After addition of 150 ml of water, the reaction mixture was concentrated in vacuo and the residue was extracted with ethyl acetate. The extract was washed with water, dried and concentrated to dryn... Reactants: C1(=CC=CC=C1)P(C1=CC=CC=C1)C1=CC=CC=C1 (triphenylphosphine), N(=NC(=O)OCC)C(=O)OCC (diethyl azodicarboxylate), C(#N)C(C)(CCCCCO)C (2-cyano-2-methyl-7-hydroxyheptane), OC1=C(C=O)C=CC(=C1O)CC (2,3-dihydroxy-4-ethylbenzaldehyde). The solvent is C1CCOC1 (THF). Product: C(C)C=1C(=CC(=C(C=O)C1)O)O (5-Ethyl-2,4-Dihydroxybenzaldehyde), oil. The yield is 51.0%. RXN SMILES: C(C(C)(CCCCCO)C)#N.[OH:12][C:13]1[C:20](O)=[C:19](CC)[CH:18]=[CH:17][C:14]=1[CH:15]=[O:16].C1(P(C2C=CC=CC=2)C2C=CC=CC=2)C=CC=CC=1.N(C([O:52][CH2:53][CH3:54])=O)=NC(OCC)=O>C1COCC1>[CH2:19]([C:18]1[C:53]([OH:52])=[CH:54][C:15]([OH:16])=[C:14]([CH:17]=1)[CH:13]=[O:12])[CH3:20]. Reported procedure: A 50 mL dry THF solution of the above prepare 2-cyano-2-methyl-7-hydroxyheptane and 2,3-dihydroxy-4-ethylbenzaldehyde was stirred at room temp. To this solution added triphenylphosphine (17.91 g, 68.3 mmol) and finally diethyl azodicarboxylate (11.89 g, 68.3 mmol). The reaction was stirred at room temp for 2 h 15 min. and then quenched with saturated NH4Cl solution. The THF was removed under vacuum and the resulting residue was dissolved in EtOAc and the EtOAc solution was washed with brine. The... Reactants: ClCCl.[Cl-].[Na+].O (dichloromethane brine), CC1=C(N(C2=C(C=CC=C2)C)C2=CC=CC=C2)C=CC=C1 (2-methyl-N-phenyl-N-(o-tolyl)aniline), CC1=C(N(C2=C(C=CC=C2)C)C2=CC=CC=C2)C=CC=C1 (2-methyl-N-phenyl-N-(o-tolyl)aniline), C1CC(=O)N(C1=O)Br (n-bromosuccinimide). Solvent: ClCCl (dichloromethane). Conditions: time 4 hour. The product is BrC1=CC=C(C=C1)N(C1=C(C=CC=C1)C)C1=C(C=CC=C1)C (N-(4-bromophenyl)-2-methyl-N-(o-tolyl)aniline). The yield is 100.0%. Reaction SMILES: [CH3:1][C:2]1[CH:21]=[CH:20][CH:19]=[CH:18][C:3]=1[N:4]([C:12]1[CH:17]=[CH:16][CH:15]=[CH:14][CH:13]=1)[C:5]1[CH:10]=[CH:9][CH:8]=[CH:7][C:6]=1[CH3:11].C1C(=O)N([Br:29])C(=O)C1.ClCCl.[Cl-].[Na+].O>ClCCl>[Br:29][C:15]1[CH:14]=[CH:13][C:12]([N:4]([C:3]2[CH:18]=[CH:19][CH:20]=[CH:21][C:2]=2[CH3:1])[C:5]2[CH:10]=[CH:9][CH:8]=[CH:7][C:6]=2[CH3:11])=[CH:17][CH:16]=1 |f:2.3.4.5|. Procedure: To a solution of 2-methyl-N-phenyl-N-(o-tolyl)aniline (Compound 10) (8.2 g, 30 mmol) in dichloromethane (DCM) (100 mL), was added n-bromosuccinimide (NBS) (5.34 g, 30 mmol) at about 0° C. and stirred for about 4 hours. The resulting mixture was worked up with dichloromethane/brine, dried over Na2SO4, loaded on silica gel and purified by flash column using eluents of hexanes to hexanes/dichloromethane 9:1. The desired fraction was collected, and removal of solvent gave a white solid (Compound 11)... Starting materials: CC(=O)N1CC2Cc3c(cnn3C(C)=O)C(C1)N2S(=O)(=O)c1ccc(Cl)cc1, C1CCOC1, CCOC(C)=O, [Na+], [OH-], O. Product: CC(=O)N1CC2Cc3[nH]ncc3C(C1)N2S(=O)(=O)c1ccc(Cl)cc1. Reaction SMILES: [C:3](=[O:4])([CH3:5])[n:6]1[n:7][cH:8][c:9]2[c:16]1[CH2:15][CH:14]1[CH2:13][N:12]([C:28]([CH3:29])=[O:30])[CH2:11][CH:10]2[N:17]1[S:18](=[O:19])(=[O:20])[c:21]1[cH:22][cH:23][c:24]([Cl:27])[cH:25][cH:26]1.[CH2:31]1[O:32][CH2:33][CH2:34][CH2:35]1.[CH3:36][CH2:37][O:38][C:39](=[O:40])[CH3:41].[Na+:2].[OH-:1].[OH2:42]>>[nH:6]1[n:7][cH:8][c:9]2[c:16]1[CH2:15][CH:14]1[CH2:13][N:12]([C:28]([CH3:29])=[O:30])[CH2:11][CH:10]2[N:17]1[S:18](=[O:19])(=[O:20])[c:21]1[cH:22][cH:23][c:24]([Cl:27])[cH:25][cH:26]1.